From a dataset of the Open Reaction Database (ORD), a public repository of structured organic reaction records. describe an organic reaction: reactants, conditions, products, and yield Reactants: CCOC(=O)c1cnc(CBr)cn1, C1CCOC1, Cc1cc(OCc2ccc(F)cc2F)c(Cl)c(=O)[nH]1, [H-], [Na+]. Product: CCOC(=O)c1cnc(Cn2c(C)cc(OCc3ccc(F)cc3F)c(Cl)c2=O)cn1. RXN SMILES: [Br:20][CH2:21][c:22]1[n:23][cH:24][c:25]([C:28](=[O:29])[O:30][CH2:31][CH3:32])[n:26][cH:27]1.[CH2:35]1[O:36][CH2:37][CH2:38][CH2:39]1.[Cl:1][c:2]1[c:3](=[O:19])[nH:4][c:5]([CH3:18])[cH:6][c:7]1[O:8][CH2:9][c:10]1[c:11]([F:17])[cH:12][c:13]([F:16])[cH:14][cH:15]1.[H-:34].[Na+:33]>>[Cl:1][c:2]1[c:3](=[O:19])[n:4]([CH2:21][c:22]2[n:23][cH:24][c:25]([C:28](=[O:29])[O:30][CH2:31][CH3:32])[n:26][cH:27]2)[c:5]([CH3:18])[cH:6][c:7]1[O:8][CH2:9][c:10]1[c:11]([F:17])[cH:12][c:13]([F:16])[cH:14][cH:15]1.